Dataset: the Open Reaction Database (ORD), a public repository of structured organic reaction records. Task: describe an organic reaction: reactants, conditions, products, and yield Reactants: Cc1nc2cccc(C)c2c(C)c1C, ClCc1cc(Cl)ccn1, ClCCl, [N-]=[N+]=[N-]. The product is [N-]=[N+]=NCc1cc(Cl)ccn1. As a reaction SMILES: [CH3:13][c:14]1[cH:15][cH:16][cH:17][c:18]2[c:19]1[c:20]([CH3:21])[c:22]([CH3:23])[c:24]([CH3:25])[n:26]2.[Cl:1][CH2:2][c:3]1[n:4][cH:5][cH:6][c:7]([Cl:9])[cH:8]1.[Cl:27][CH2:28][Cl:29].[N-:10]=[N+:11]=[N-:12]>>[CH2:2]([c:3]1[n:4][cH:5][cH:6][c:7]([Cl:9])[cH:8]1)[N:10]=[N+:11]=[N-:12]. The reactants are CC(C)(C)OC(=O)N(Cc1ccc2c(c1)OCCO2)C1CCNCC1, CC(=O)O[BH-](OC(C)=O)OC(C)=O, O=C([O-])O, CC(=O)O, ClC(Cl)Cl, ClCCl, [Na+], [Na+], O=CCn1c(=O)cnc2ccccc21. Yields the product CC(C)(C)OC(=O)N(Cc1ccc2c(c1)OCCO2)C1CCN(CCn2c(=O)cnc3ccccc32)CC1. Reaction SMILES: [C:1]([CH3:2])([CH3:3])([CH3:4])[O:5][C:6]([N:7]([CH:8]1[CH2:9][CH2:10][NH:11][CH2:12][CH2:13]1)[CH2:14][c:15]1[cH:16][c:17]2[c:18]([cH:23][cH:24]1)[O:19][CH2:20][CH2:21][O:22]2)=[O:25].[C:40]([O:41][BH-:42]([O:43][C:44](=[O:45])[CH3:46])[O:47][C:48](=[O:49])[CH3:50])(=[O:51])[CH3:52].[C:54](=[O:55])([O-:56])[OH:57].[CH3:63][C:64](=[O:65])[OH:66].[CH:59]([Cl:60])([Cl:61])[Cl:62].[Cl:67][CH2:68][Cl:69].[Na+:53].[Na+:58].[O:26]=[c:27]1[n:28]([CH2:37][CH:38]=[O:39])[c:29]2[cH:30][cH:31][cH:32][cH:33][c:34]2[n:35][cH:36]1>>[C:1]([CH3:2])([CH3:3])([CH3:4])[O:5][C:6]([N:7]([CH:8]1[CH2:9][CH2:10][N:11]([CH2:38][CH2:37][n:28]2[c:27](=[O:26])[cH:36][n:35][c:34]3[c:29]2[cH:30][cH:31][cH:32][cH:33]3)[CH2:12][CH2:13]1)[CH2:14][c:15]1[cH:16][c:17]2[c:18]([cH:23][cH:24]1)[O:19][CH2:20][CH2:21][O:22]2)=[O:25]. Reactants: C(C)(C)[N-]C(C)C.[Li+] (lithium diisopropylamide), ClC1=CC=C(C=C1)SCC(=O)NC1[C@@H]2N(C(=C(CS2)O)C(=O)OC(C2=CC=CC=C2)C2=CC=CC=C2)C1=O (diphenylmethyl 7-(4-chlorophenylthio)acetamido-3-hydroxy-3-cephem-4-carboxylate), FS(=O)(=O)OC (methyl fluorosulfonate). Run in CN(C)P(=O)(N(C)C)N(C)C (HMPA). Reaction conditions: time 1 minute. Yields the product ClC1=CC=C(C=C1)SCC(=O)NC1[C@@H]2N(C(=C(CS2)OC)C(=O)OC(C2=CC=CC=C2)C2=CC=CC=C2)C1=O (diphenylmethyl 7-(4-chlorophenylthio)acetamido-3-methoxy-3-cephem-4-carboxylate). As a reaction SMILES: [CH:1]([N-]C(C)C)(C)C.[Li+].[Cl:9][C:10]1[CH:15]=[CH:14][C:13]([S:16][CH2:17][C:18]([NH:20][CH:21]2[C:45](=[O:46])[N:23]3[C:24]([C:29]([O:31][CH:32]([C:39]4[CH:44]=[CH:43][CH:42]=[CH:41][CH:40]=4)[C:33]4[CH:38]=[CH:37][CH:36]=[CH:35][CH:34]=4)=[O:30])=[C:25]([OH:28])[CH2:26][S:27][C@H:22]23)=[O:19])=[CH:12][CH:11]=1.FS(OC)(=O)=O>CN(P(N(C)C)(N(C)C)=O)C>[Cl:9][C:10]1[CH:15]=[CH:14][C:13]([S:16][CH2:17][C:18]([NH:20][CH:21]2[C:45](=[O:46])[N:23]3[C:24]([C:29]([O:31][CH:32]([C:39]4[CH:40]=[CH:41][CH:42]=[CH:43][CH:44]=4)[C:33]4[CH:38]=[CH:37][CH:36]=[CH:35][CH:34]=4)=[O:30])=[C:25]([O:28][CH3:1])[CH2:26][S:27][C@H:22]23)=[O:19])=[CH:12][CH:11]=1 |f:0.1|. Procedure: A solution of 60 mg. of lithium diisopropylamide in 10 cc. of HMPA is cooled to 0° C. and 260 mg. of diphenylmethyl 7-(4-chlorophenylthio)acetamido-3-hydroxy-3-cephem-4-carboxylate is added in one portion. After stirring the reaction mixture for 1 minute, 70 mg. of methyl fluorosulfonate is added, and stirring is continued for 30 minutes. The reaction mixture is poured into 50 cc. of ethyl acetate, washed with water, and dried. Removal of the solvent under reduced pressure provides diphenylmethy... Starting materials: C(C)(C)(C)OC(NC(C1=CC=C(C=C1)CNC(=O)[C@@H]1CCC=2N1C(C(=CN2)NS(=O)(=O)C)=O)=N)=O ((S)-[imino-(4-{[(3-methanesulfonylamino-4-oxo-4,6,7,8-tetrahydro-pyrrolo[1,2-a]pyrimidine-6-carbonyl)-amino]-methyl)-phenyl)-methyl]-carbamic acid tert-butyl ester), C(C)(C)(C)OC(NC(=N)C1=CC=C(C=C1)CNC(=O)[C@@H]1CCC=2N1C(C(=CN2)N(CC)CC)=O)=O ((S)-[(4-{[(3-diethylamino-4-oxo-4,6,7,8-tetrahydro-pyrrolo[1,2-a]pyrimidine-6-carbonyl)-amino]-methyl}-phenyl)-imino-methyl]-carbamic acid tert-butyl ester), FC1=CC=C(C=C1)S(=O)(=O)Cl (4-fluorobenzene sulfonyl chloride). Product: C(C)(C)(C)OC(NC(=N)C1=CC=C(C=C1)CNC(=O)[C@@H]1CCC=2N1C(C(=CN2)NS(=O)(=O)C2=CC=C(C=C2)F)=O)=O ((S)-{[4-({[3-(4-fluoro-benzenesulfonylamino)-4-oxo-4,6,7,8-tetrahydro-pyrrolo[1,2-a]pyrimidine-6-carbonyl]-amino}-methyl)-phenyl]-imino-methyl}-carbamic acid tert-butyl ester). Isolated yield 41.0%. RXN SMILES: [C:1]([O:5][C:6](=[O:35])[NH:7][C:8](=[NH:34])[C:9]1[CH:14]=[CH:13][C:12]([CH2:15][NH:16][C:17]([C@H:19]2[N:23]3[C:24](=[O:33])[C:25]([NH:28][S:29]([CH3:32])(=[O:31])=[O:30])=[CH:26][N:27]=[C:22]3[CH2:21][CH2:20]2)=[O:18])=[CH:11][CH:10]=1)([CH3:4])([CH3:3])[CH3:2].C(OC(=O)NC(C1C=CC(CNC([C@H]2N3C(=O)C(N(CC)CC)=CN=C3CC2)=O)=CC=1)=N)(C)(C)C.[F:71][C:72]1[CH:77]=[CH:76]C(S(Cl)(=O)=O)=[CH:74][CH:73]=1>>[C:1]([O:5][C:6](=[O:35])[NH:7][C:8]([C:9]1[CH:14]=[CH:13][C:12]([CH2:15][NH:16][C:17]([C@H:19]2[N:23]3[C:24](=[O:33])[C:25]([NH:28][S:29]([C:32]4[CH:76]=[CH:77][C:72]([F:71])=[CH:73][CH:74]=4)(=[O:31])=[O:30])=[CH:26][N:27]=[C:22]3[CH2:21][CH2:20]2)=[O:18])=[CH:11][CH:10]=1)=[NH:34])([CH3:4])([CH3:2])[CH3:3]. Procedure details: Following a procedure similar to that for the preparation of 16a, intermediate 3a (50 mg, 0.117 mmol) and 4-fluorobenzene sulfonyl chloride (29.6 mg, 0.158 mmol) yielded 28.2 mg (41.0%) of 32a. MS (ESI) 585.0 (M+H+). Reactants: COCC1OC2=C(C1)C=C(C=C2[N+](=O)[O-])C (2-(methoxymethyl)-5-methyl-7-nitro-2,3-dihydrobenzofuran). Reagents/catalysts: [Pd] (Pd/C). Run in C1CCOC1 (THF). Reaction conditions: time 12 hour. The product is COCC1OC2=C(C1)C=C(C=C2N)C (2-(methoxymethyl)-5-methyl-2,3-dihydrobenzofuran-7-amine). As a reaction SMILES: [CH3:1][O:2][CH2:3][CH:4]1[CH2:8][C:7]2[CH:9]=[C:10]([CH3:16])[CH:11]=[C:12]([N+:13]([O-])=O)[C:6]=2[O:5]1>C1COCC1.[Pd]>[CH3:1][O:2][CH2:3][CH:4]1[CH2:8][C:7]2[CH:9]=[C:10]([CH3:16])[CH:11]=[C:12]([NH2:13])[C:6]=2[O:5]1. Reported procedure: A mixture of 2-(methoxymethyl)-5-methyl-7-nitro-2,3-dihydrobenzofuran (8a) (0.85 g, 3.8 mmol) and Pd/C (90 mg, 10%) in THF (10 mL) was introduced H2 and stirred at ambient temperature for 12 h. The mixture was filtered through celite and concentrated to give the title compound (8b) as oil. MS-ESI (m/z): 194 (M+1)+. The reactants are [BH4-], Cc1ccccc1, O=Cc1cccc(OC2CCCC2)c1, CC(C)Oc1ccccc1OCCN, [K+]. Yields the product CC(C)Oc1ccccc1OCCNCc1cccc(OC2CCCC2)c1. Reaction SMILES: [BH4-:29].[CH3:31][c:32]1[cH:33][cH:34][cH:35][cH:36][cH:37]1.[CH:15]1([O:20][c:21]2[cH:22][c:23]([CH:24]=[O:25])[cH:26][cH:27][cH:28]2)[CH2:16][CH2:17][CH2:18][CH2:19]1.[CH:1]([CH3:2])([CH3:3])[O:4][c:5]1[c:6]([O:7][CH2:8][CH2:9][NH2:10])[cH:11][cH:12][cH:13][cH:14]1.[K+:30]>>[CH:1]([CH3:2])([CH3:3])[O:4][c:5]1[c:6]([O:7][CH2:8][CH2:9][NH:10][CH2:24][c:23]2[cH:22][c:21]([O:20][CH:15]3[CH2:16][CH2:17][CH2:18][CH2:19]3)[cH:28][cH:27][cH:26]2)[cH:11][cH:12][cH:13][cH:14]1. Reactants: Cl.FC(C=1C=C(C=C(C1)C(F)(F)F)CO[C@@H]1[C@@H](NCCC1)C1=CC=CC=C1)(F)F ((+)-cis-3((3,5- Bis(trifluoromethyl)phenyl)methyloxy)-2-phenylpiperidine hydrochloride salt), C(C)(=O)OCC (ethyl acetate), C(=O)([O-])[O-].[Na+].[Na+] (Na2CO3). The solvent is CO (MeOH). The product is FC(C=1C=C(C=C(C1)C(F)(F)F)CO[C@@H]1[C@@H](N(CCC1)C)C1=CC=CC=C1)(F)F ((+)-cis-3-((3,5-Bis(trifluoromethyl)phenyl)methyloxy)-1-methyl-2-phenylpiperidine). As a reaction SMILES: Cl.[F:2][C:3]([F:29])([F:28])[C:4]1[CH:5]=[C:6]([CH2:14][O:15][C@H:16]2[CH2:21][CH2:20][CH2:19][NH:18][C@H:17]2[C:22]2[CH:27]=[CH:26][CH:25]=[CH:24][CH:23]=2)[CH:7]=[C:8]([C:10]([F:13])([F:12])[F:11])[CH:9]=1.[C:30](OCC)(=O)C.C([O-])([O-])=O.[Na+].[Na+]>CO>[F:12][C:10]([F:13])([F:11])[C:8]1[CH:7]=[C:6]([CH2:14][O:15][C@H:16]2[CH2:21][CH2:20][CH2:19][N:18]([CH3:30])[C@H:17]2[C:22]2[CH:27]=[CH:26][CH:25]=[CH:24][CH:23]=2)[CH:5]=[C:4]([C:3]([F:28])([F:2])[F:29])[CH:9]=1 |f:0.1,3.4.5|. Reported procedure: The title compound was prepared from (+)-cis-3-((3,5 -bis(trifluoromethyl)phenyl)methyloxy )-2-phenylpiperidine hydrochloride (Example 5) by isolation of the free base (by extraction into ethyl acetate from 10% Na2CO3 solution) and alkylation using a procedure analogous to that described in Example 3, m.p.=40°-42° C.: [α]26D =+149° (c=0.56, MeOH); Found: C, 59.97; H, 4.95; N, 3.36. C21H21NOF6.0.1(H2O) requires C, 60.17; H, 5.10; N, 3.34%.